This data is from the Open Reaction Database (ORD), a public repository of structured organic reaction records. The task is: describe an organic reaction: reactants, conditions, products, and yield Starting materials: C(C)(C)(C)C=1N=C(C=2C(N1)=NN(N2)CC)N2CC(CC2)(F)F (5-tert-Butyl-7-(3,3-difluoro-pyrrolidin-1-yl)-2-ethyl-2H-[1,2,3]triazolo[4,5-d]pyrimidine), C(C)(C)(C)C=1N=C(C2=C(N1)NN=N2)N2CC(CC2)(F)F (5-tert-butyl-7-(3,3-difluoropyrrolidin-1-yl)-3H-[1,2,3]triazolo[4,5-d]pyrimidine), ClCC1=NC(=NO1)C (5-(chloromethyl)-3-methyl-1,2,4-oxadiazole). Product: C(C)(C)(C)C=1N=C(C=2C(N1)=NN(N2)CC2=NC(=NO2)C)N2CC(CC2)(F)F (5-tert-Butyl-7-(3,3-difluoro-pyrrolidin-1-yl)-2-(3-methyl-[1,2,4]oxadiazol-5-ylmethyl)-2H-[1,2,3]triazolo[4,5-d]pyrimidine). As a reaction SMILES: [C:1]([C:5]1[N:6]=[C:7]([N:16]2[CH2:20][CH2:19][C:18]([F:22])([F:21])[CH2:17]2)[C:8]2[C:9](=[N:11][N:12]([CH2:14][CH3:15])[N:13]=2)[N:10]=1)([CH3:4])([CH3:3])[CH3:2].C(C1N=C(N2CCC(F)(F)C2)C2N=NNC=2N=1)(C)(C)C.ClCC1[O:49][N:48]=[C:47]([CH3:50])[N:46]=1>>[C:1]([C:5]1[N:6]=[C:7]([N:16]2[CH2:20][CH2:19][C:18]([F:21])([F:22])[CH2:17]2)[C:8]2[C:9](=[N:11][N:12]([CH2:14][C:15]3[O:49][N:48]=[C:47]([CH3:50])[N:46]=3)[N:13]=2)[N:10]=1)([CH3:2])([CH3:3])[CH3:4]. Reported procedure: In analogy to the procedure described for the synthesis of 5-tert-butyl-7-(3,3-difluoro-pyrrolidin-1-yl)-2-ethyl-2H-[1,2,3]triazolo[4,5-d]pyrimidine (example 3, step b), the title compound was prepared from 5-tert-butyl-7-(3,3-difluoropyrrolidin-1-yl)-3H-[1,2,3]triazolo[4,5-d]pyrimidine and 5-(chloromethyl)-3-methyl-1,2,4-oxadiazole and isolated as light yellow gum. MS (m/e): 379.3 (MH+). Reactants: ON=C(C)C1=CC=C2CCN(CC2=C1)C(=O)OC (1,2,3,4-tetrahydro-7-[1-(hydroxyimino)ethyl]-isoquinoline-2-carboxylic acid, methyl ester), 9. Reagents/catalysts: [Ni] (Raney nickel). Solvent: CO (methanol), [OH-].[NH4+] (ammonium hydroxide). Yields the product COC(=O)N1CC2=CC(=CC=C2CC1)C(C)N ((±)-7-(1-aminoethyl)-3,4-dihydro-1H-isoquinoline-2-carboxylic acid methyl ester). Yield: 70.0%. RXN SMILES: O[N:2]=[C:3]([C:5]1[CH:14]=[C:13]2[C:8]([CH2:9][CH2:10][N:11]([C:15]([O:17][CH3:18])=[O:16])[CH2:12]2)=[CH:7][CH:6]=1)[CH3:4]>[Ni].CO.[OH-].[NH4+]>[CH3:18][O:17][C:15]([N:11]1[CH2:10][CH2:9][C:8]2[C:13](=[CH:14][C:5]([CH:3]([NH2:2])[CH3:4])=[CH:6][CH:7]=2)[CH2:12]1)=[O:16] |f:3.4|. Reported procedure: A suspension of 1,2,3,4-tetrahydro-7-[1-(hydroxyimino)ethyl]-isoquinoline-2-carboxylic acid, methyl ester, Preparation 9 (9.9 g, 40 mmol) and Raney nickel (1 mL) in methanol (50 mL) and ammonium hydroxide (15 mL) was hydrogenated (H2, 50 psi) for 3 days. The reaction mixture was then filtered and the resultant filtrate was concentrated in vacuo. The residue was purified by flash column chromatography on silica using a gradient system of solvents: ethyl acetate (100%) to ammonium hydroxide/methan... Procedure details: To a stirred solution of 4-aminobenzonitrile (10.0 g, 84.7 mmol) and 2-bromobenzaldehyde (10 mL, 84.7 mmol) in acetonitrile (150 mL) were added isobutene (21.0 mL, 313.5 mmol) and ytterbium(III) trifluoromethanesulfonate (Yb(OTf)3) (5.8 g, 9.5 mmol). The resulting mixture was stirred at 85° C. for 18 h in sealed tube. The mixture was diluted with ethyl acetate (300 mL) and washed with water (100 mL×2) and brine (100 mL×2) and then dried over anhydrous sodium sulfate. The solvent was removed in v... Run in C(C)#N (acetonitrile), C(C)(=O)OCC (ethyl acetate). Starting materials: NC1=CC=C(C#N)C=C1 (4-aminobenzonitrile), BrC1=C(C=O)C=CC=C1 (2-bromobenzaldehyde), C=C(C)C (isobutene), FC(S(=O)(=O)[O-])(F)F.[Yb+3].FC(S(=O)(=O)[O-])(F)F.FC(S(=O)(=O)[O-])(F)F (ytterbium(III) trifluoromethanesulfonate). RXN SMILES: [NH2:1][C:2]1[CH:9]=[CH:8][C:5]([C:6]#[N:7])=[CH:4][CH:3]=1.[Br:10][C:11]1[CH:18]=[CH:17][CH:16]=[CH:15][C:12]=1[CH:13]=O.[CH2:19]=[C:20]([CH3:22])[CH3:21].FC(F)(F)S([O-])(=O)=O.[Yb+3].FC(F)(F)S([O-])(=O)=O.FC(F)(F)S([O-])(=O)=O>C(#N)C.C(OCC)(=O)C>[Br:10][C:11]1[CH:18]=[CH:17][CH:16]=[CH:15][C:12]=1[CH:13]1[CH2:19][C:20]([CH3:22])([CH3:21])[C:9]2[C:2](=[CH:3][CH:4]=[C:5]([C:6]#[N:7])[CH:8]=2)[NH:1]1 |f:3.4.5.6|. Conditions: temperature 85 celsius, time 18 hour. Product: BrC1=C(C=CC=C1)C1NC2=CC=C(C=C2C(C1)(C)C)C#N (2-(2-bromo-phenyl)-4,4-dimethyl-1,2,3,4-tetrahydro-quinoline-6-carbonitrile). Isolated yield 40.1%. Isolated yield 47.8%. The reactants are CC1(OC(C2(CC2)C(O1)=O)=O)C (6,6-dimethyl-5,7-dioxaspiro[2.5]octane-4,8-dione), FC=1C=C(N)C=C(C1)F (3,5-difluoroaniline). The solvent is C(C)O (ethanol). Procedure: This compound was prepared according to general method 1 starting from 6,6-dimethyl-5,7-dioxaspiro[2.5]octane-4,8-dione (0.250 g; 1.45 mmol) and 3,5-difluoroaniline (0.575 g; 4.36 mmol) in ethanol (3 mL). 1-(3,5-difluorophenyl)-2-oxopyrrolidine-3-carboxylic acid 0.167 g (48%) was obtained as a white solid. Product: FC=1C=C(C=C(C1)F)N1C(C(CC1)C(=O)O)=O (1-(3,5-difluorophenyl)-2-oxopyrrolidine-3-carboxylic acid). Reaction SMILES: CC1(C)[O:9][C:8](=[O:10])[C:5]2([CH2:7][CH2:6]2)[C:4](=[O:11])O1.[F:13][C:14]1[CH:15]=[C:16]([CH:18]=[C:19]([F:21])[CH:20]=1)[NH2:17]>C(O)C>[F:13][C:14]1[CH:15]=[C:16]([N:17]2[CH2:6][CH2:7][CH:5]([C:8]([OH:9])=[O:10])[C:4]2=[O:11])[CH:18]=[C:19]([F:21])[CH:20]=1. The reactants are ClC1=C(C(=O)NCC23CC4CC(CC(C2)C4)C3)C=C(C=C1)CC=C (2-Chloro-5-(2-propenyl)-N-(tricyclo[3.3.1.13,7]dec-1-ylmethyl)-benzamide), N1N=CC=C1 (pyrazole), N1N=CC=C1 (pyrazole), OO (hydrogen peroxide), OO (hydrogen peroxide), O (water). Reagents/catalysts: C[Re](=O)(=O)=O (methyltrioxorhenium(VII)), C[Re](=O)(=O)=O (methyltrioxorhenium(VII)). The solvent is ClCCl (dichloromethane). The product is ClC1=C(C(=O)NCC23CC4CC(CC(C2)C4)C3)C=C(C=C1)CC1OC1 (2-Chloro-5-(oxiranylmethyl)-N-(tricyclo[3.3.1.13,7]dec-1-ylmethyl)-benzamide). Reaction SMILES: [Cl:1][C:2]1[CH:21]=[CH:20][C:19]([CH2:22][CH:23]=[CH2:24])=[CH:18][C:3]=1[C:4]([NH:6][CH2:7][C:8]12[CH2:17][CH:12]3[CH2:13][CH:14]([CH2:16][CH:10]([CH2:11]3)[CH2:9]1)[CH2:15]2)=[O:5].N1C=CC=N1.[OH:30]O.O>ClCCl.C[Re](=O)(=O)=O>[Cl:1][C:2]1[CH:21]=[CH:20][C:19]([CH2:22][CH:23]2[CH2:24][O:30]2)=[CH:18][C:3]=1[C:4]([NH:6][CH2:7][C:8]12[CH2:17][CH:12]3[CH2:13][CH:14]([CH2:16][CH:10]([CH2:11]3)[CH2:9]1)[CH2:15]2)=[O:5]. Procedure details: 2-Chloro-5-(2-propenyl)-N-(tricyclo[3.3.1.13,7]dec-1-ylmethyl)-benzamide (Example 5a) (9.4 g), pyrazole (0.45 g) and methyltrioxorhenium(VII) (0.40 g) were stirred together in dichloromethane (40 mL) under nitrogen, and hydrogen peroxide (27.5% wt. solution in water, 13 mL) was added dropwise. The reaction was then monitored by HPLC/MS and further portions of pyrazole, methyltrioxorhenium(VII) and hydrogen peroxide were added over a period of 2 days until the reaction mixture consisted of a 1:1 ...